Dataset: the Open Reaction Database (ORD), a public repository of structured organic reaction records. Task: describe an organic reaction: reactants, conditions, products, and yield Starting materials: C1(CCCC1)C[C@@H](C(=O)NC=1SC(=CN1)SC#N)C1=CC=C(C=C1)S(=O)(=O)C ((R)-3-cyclopentyl-2-(4-methanesulfonyl-phenyl)-N-(5-thiocyanato-thiazol-2-yl)-propionamide), CN(CCCl)C (2-(dimethylamino)ethyl chloride). The product is C1(CCCC1)C[C@@H](C(=O)NC=1SC(=CN1)SCCN(C)C)C1=CC=C(C=C1)S(=O)(=O)C ((R)-3-Cyclopentyl-N-[5-(2-dimethylamino-ethylsulfanyl)-thiazol-2-yl]-2-(4-methanesulfonyl-phenyl)-propionamide). As a reaction SMILES: [CH:1]1([CH2:6][C@H:7]([C:19]2[CH:24]=[CH:23][C:22]([S:25]([CH3:28])(=[O:27])=[O:26])=[CH:21][CH:20]=2)[C:8]([NH:10][C:11]2[S:12][C:13]([S:16][C:17]#N)=[CH:14][N:15]=2)=[O:9])[CH2:5][CH2:4][CH2:3][CH2:2]1.[CH3:29][N:30]([CH3:34])[CH2:31]CCl>>[CH:1]1([CH2:6][C@H:7]([C:19]2[CH:20]=[CH:21][C:22]([S:25]([CH3:28])(=[O:26])=[O:27])=[CH:23][CH:24]=2)[C:8]([NH:10][C:11]2[S:12][C:13]([S:16][CH2:17][CH2:29][N:30]([CH3:34])[CH3:31])=[CH:14][N:15]=2)=[O:9])[CH2:5][CH2:4][CH2:3][CH2:2]1. Procedure details: The title compound was prepared from (R)-3-cyclopentyl-2-(4-methanesulfonyl-phenyl)-N-(5-thiocyanato-thiazol-2-yl)-propionamide and 2-(dimethylamino)ethyl chloride as described in Example 10. 1H-NMR (CD3OD): δ 7.92 (d, 2H), 7.67 (d, 2H), 7.55 (s, 1H), 3.96 (t, 1H), 3.29 (m, 2H), 3.10 (s, 3H), 3.06 (m, 2H), 2.87 (s, 6H), 2.26-2.19 (m, 1H), 1.89-1.48 (m, 8H), 1.18 (m, 2H); HPLC-MS: m/z: 482 (M+1). Reactants: C(=O)(O)[O-].[Na+] (NaHCO3), FC(S(=O)(=O)OS(=O)(=O)C(F)(F)F)(F)F (trifluoromethanesulfonic anhydride), C(C)(C)(C)OC(=O)N[C@H](C(=O)N1CCC(CC1)C(=O)OCC)CC1=CC=C(C=C1)OCCOC1OCCCC1 (Ethyl 1-((2S)-2-(tert-Butoxycarbonylamino)-3-(4-(2-(tetrahydro-2H-pyran-2-yloxy)ethoxy)phenyl)propanoyl)piperidine-4-carboxylate), Cl (HCl), [N-]=[N+]=[N-].[Na+] (NaN3), CuSO4.5H2O, amine hydrochloride. The solvent is O1CCOCC1 (dioxane), O1CCOCC1 (dioxane), N1=CC=CC=C1 (pyridine), O (H2O). Conditions: temperature 23 celsius, time 9 hour. The product is N(=[N+]=[N-])[C@H](C(=O)N1CCC(CC1)C(=O)OCC)CC1=CC=C(C=C1)OCCO ((S)-Ethyl 1-(2-azido-3-(4-(2-hydroxyethoxy)phenyl)propanoyl)piperidine-4-carboxylate), oil. Yield: 53.0%. Reaction SMILES: C(OC([NH:8][C@@H:9]([CH2:23][C:24]1[CH:29]=[CH:28][C:27]([O:30][CH2:31][CH2:32][O:33]C2CCCCO2)=[CH:26][CH:25]=1)[C:10]([N:12]1[CH2:17][CH2:16][CH:15]([C:18]([O:20][CH2:21][CH3:22])=[O:19])[CH2:14][CH2:13]1)=[O:11])=O)(C)(C)C.Cl.[N-:41]=[N+:42]=[N-].[Na+].FC(F)(F)S(OS(C(F)(F)F)(=O)=O)(=O)=O.C([O-])(O)=O.[Na+]>O1CCOCC1.N1C=CC=CC=1.O>[N:8]([C@@H:9]([CH2:23][C:24]1[CH:29]=[CH:28][C:27]([O:30][CH2:31][CH2:32][OH:33])=[CH:26][CH:25]=1)[C:10]([N:12]1[CH2:17][CH2:16][CH:15]([C:18]([O:20][CH2:21][CH3:22])=[O:19])[CH2:14][CH2:13]1)=[O:11])=[N+:41]=[N-:42] |f:2.3,5.6|. Procedure details: To a stirring solution of the amide 143 (8.8 g, 16 mmol) in dioxane (20 mL) at 23° C. was added a solution of 4 M HCl in dioxane (320 mL). The mixture was stirred for 9 h and concentrated in vacuo to afford a crude, clear, viscous pale-yellow oil. A slurry of NaN3 (1.56 g, 24 mmol) in pyridine (25 mL) was then cooled to 0° C. and trifluoromethanesulfonic anhydride (4 mL, 24 mmol) was added dropwise before allowing the mixture to warm to 23° C. and stir for 3 h. A solution of the amine hydrochlor...